This data is from the Open Reaction Database (ORD), a public repository of structured organic reaction records. The task is: describe an organic reaction: reactants, conditions, products, and yield The reactants are CC(=O)[O-], CN, CO, CC(CO)C1CCC2C3CCC4=C(Cl)C(=O)CCC4(C)C3CCC12C. Yields the product CNC1=C2CCC3C(CCC4(C)C(C(C)CO)CCC34)C2(C)CCC1=O. Reaction SMILES: [CH3:26][C:27](=[O:28])[O-:29].[CH3:30][NH2:31].[CH3:32][OH:33].[Cl:1][C:2]1=[C:3]2[CH2:4][CH2:5][CH:6]3[CH:7]4[CH2:8][CH2:9][CH:10]([CH:11]([CH2:12][OH:13])[CH3:14])[C:15]4([CH3:25])[CH2:16][CH2:17][CH:18]3[C:19]2([CH3:24])[CH2:20][CH2:21][C:22]1=[O:23]>>[C:2]1([NH:31][CH3:30])=[C:3]2[CH2:4][CH2:5][CH:6]3[CH:7]4[CH2:8][CH2:9][CH:10]([CH:11]([CH2:12][OH:13])[CH3:14])[C:15]4([CH3:25])[CH2:16][CH2:17][CH:18]3[C:19]2([CH3:24])[CH2:20][CH2:21][C:22]1=[O:23]. Reactants: C(C)OC(=O)C1=CC(=NN1)C1=C(OC(CCC(=O)OCC)C2=C(C=CC=C2)C)C=C(C=C1)OCC1=CSC=C1 (ethyl (RS)-4-[2-(5-ethoxycarbonylpyrazol-3-yl)-5-(3-thienylmethoxy)phenoxy]-4-(2-methylphenyl)butanoate), O (water). Solvent: [OH-].[K+] (potassium hydroxide), CO (methanol). Conditions: time 15 minute. Product: O.C(C)OC(=O)C1=CC(=NN1)C1=C(OC(CCC(=O)O)C2=C(C=CC=C2)C)C=C(C=C1)OCC1=CSC=C1 ((RS)-4-[2-(5-ethoxycarbonylpyrazol-3-yl)-5-(3-thienylmethoxy)phenoxy]-4-(2-methylphenyl)butanoic acid hydrate). Isolated yield 96.8%. As a reaction SMILES: [CH2:1]([O:3][C:4]([C:6]1[NH:10][N:9]=[C:8]([C:11]2[CH:32]=[CH:31][C:30]([O:33][CH2:34][C:35]3[CH:39]=[CH:38][S:37][CH:36]=3)=[CH:29][C:12]=2[O:13][CH:14]([C:22]2[CH:27]=[CH:26][CH:25]=[CH:24][C:23]=2[CH3:28])[CH2:15][CH2:16][C:17]([O:19]CC)=[O:18])[CH:7]=1)=[O:5])[CH3:2].O>[OH-].[K+].CO>[OH2:3].[CH2:1]([O:3][C:4]([C:6]1[NH:10][N:9]=[C:8]([C:11]2[CH:32]=[CH:31][C:30]([O:33][CH2:34][C:35]3[CH:39]=[CH:38][S:37][CH:36]=3)=[CH:29][C:12]=2[O:13][CH:14]([C:22]2[CH:27]=[CH:26][CH:25]=[CH:24][C:23]=2[CH3:28])[CH2:15][CH2:16][C:17]([OH:19])=[O:18])[CH:7]=1)=[O:5])[CH3:2] |f:2.3,5.6|. Procedure details: To a stirred suspension of ethyl (RS)-4-[2-(5-ethoxycarbonylpyrazol-3-yl)-5-(3-thienylmethoxy)phenoxy]-4-(2-methylphenyl)butanoate (4 g) in 15% potassium hydroxide in methanol (100 mL, w/v) at room temperature is added water (10 mL). The solid slowly dissolves and after stirring for 15 minutes the reaction mixture is partitioned between ethyl acetate (200 mL) and 2 N hydrochloric acid (200 mL). The organic phase is washed with water (200 mL), dried over magnesium sulphate and evaporated. The res... The reactants are O=C(Cl)N1CC(Sc2ccc(Cl)cc2)C1, [NH4+], C1CCOC1, [OH-], O. The product is NC(=O)N1CC(Sc2ccc(Cl)cc2)C1. Reaction SMILES: [Cl:1][c:2]1[cH:3][cH:4][c:5]([S:8][CH:9]2[CH2:10][N:11]([C:13](=[O:14])[Cl:15])[CH2:12]2)[cH:6][cH:7]1.[NH4+:16].[O:18]1[CH2:19][CH2:20][CH2:21][CH2:22]1.[OH-:17].[OH2:23]>>[Cl:1][c:2]1[cH:3][cH:4][c:5]([S:8][CH:9]2[CH2:10][N:11]([C:13](=[O:14])[NH2:16])[CH2:12]2)[cH:6][cH:7]1. Reactants: CN(C)[C-]1C=CC=C1.[CH-]1C=CC=C1.[Fe+2] (Dimethylaminoferrocene), B(F)(F)F.CCOCC (BF3.OEt2), [Li]CCCC (n-BuLi), CN(C)C=O (DMF), hexanes Et2O Et3N. The solvent is C1CCOC1 (THF). Product: hexanes Et2O Et3N, C(=O)C=1[C-](C=CC1)N(C)C.[CH-]1C=CC=C1.[Fe+2] (2-Formyl-1-dimethylaminoferrocene). Yield: 75.1%. RXN SMILES: [CH3:1][N:2]([C-:4]1[CH:8]=[CH:7][CH:6]=[CH:5]1)[CH3:3].[CH-:9]1[CH:13]=[CH:12][CH:11]=[CH:10]1.[Fe+2:14].B(F)(F)F.C[CH2:20][O:21]CC.[Li]CCCC.CN(C=O)C>C1COCC1>[CH:20]([C:5]1[C-:4]([N:2]([CH3:3])[CH3:1])[CH:8]=[CH:7][CH:6]=1)=[O:21].[CH-:9]1[CH:13]=[CH:12][CH:11]=[CH:10]1.[Fe+2:14] |f:0.1.2,3.4,8.9.10|. Reported procedure: A solution of 11 (100 mg, 0.44 mmol) in THF (5 mL) was sequentially treated with BF3.OEt2 (58 μL, 0.46 mmol), n-BuLi (0.51 mL, 1.70 M, 0.87 mmol) and DMF (0.17 mL, 2.18 mmol). Standard workup followed by gradient column chromatography (silica gel, 94:5:1 hexanes/Et2O/Et3N, then 84:15:1 hexanes/Et2O/Et3N) gave 12d (85 mg, 76%) as a red-orange oil; IR (KBr, neat) vmax 3097, 2943, 2851, 2826, 2785, 1667 cm−1, 1H NMR (300 MHz, CDCl3) 10.13 (s, 1H), 4.61 (m, 1H), 4.40 (t, 1H, J=2.7 Hz), 4.29 (m, 1H),... Reactants: FC=1C=C(CNC(=O)C=2C=CC(=C(C2)NC(=O)C2=CN=C3N2C=CC(=C3)C3=CC(=C(C(=O)OC)C=C3)F)F)C=CC1F (Methyl 4-(3-(5-(3,4-difluorobenzylcarbamoyl)-2-fluorophenylcarbamoyl)imidazo[1,2-a]pyridin-7-yl)-2-fluorobenzoate), N1(CCCCC1)CCN (2-piperidin-1-yl-ethylamine), Cl (HCl). Solvent: C1CCOC1 (THF), O (water). The product is FC=1C=C(CNC(=O)C=2C=CC(=C(C2)NC(=O)C2=CN=C3N2C=CC(=C3)C3=CC(=C(C=C3)C(NCCN3CCCCC3)=O)F)F)C=CC1F (N-(5-(3,4-Difluorobenzylcarbamoyl)-2-fluorophenyl)-7-(3-fluoro-4-(2-(piperidin-1-yl)ethylcarbamoyl)phenyl)imidazo[1,2-a]pyridine-3-carboxamide), hydrochloride salt. RXN SMILES: [F:1][C:2]1[CH:3]=[C:4]([CH:39]=[CH:40][C:41]=1[F:42])[CH2:5][NH:6][C:7]([C:9]1[CH:10]=[CH:11][C:12]([F:38])=[C:13]([NH:15][C:16]([C:18]2[N:22]3[CH:23]=[CH:24][C:25]([C:27]4[CH:36]=[CH:35][C:30]([C:31](OC)=[O:32])=[C:29]([F:37])[CH:28]=4)=[CH:26][C:21]3=[N:20][CH:19]=2)=[O:17])[CH:14]=1)=[O:8].[N:43]1([CH2:49][CH2:50][NH2:51])[CH2:48][CH2:47][CH2:46][CH2:45][CH2:44]1.Cl>C1COCC1.O>[F:1][C:2]1[CH:3]=[C:4]([CH:39]=[CH:40][C:41]=1[F:42])[CH2:5][NH:6][C:7]([C:9]1[CH:10]=[CH:11][C:12]([F:38])=[C:13]([NH:15][C:16]([C:18]2[N:22]3[CH:23]=[CH:24][C:25]([C:27]4[CH:36]=[CH:35][C:30]([C:31](=[O:32])[NH:51][CH2:50][CH2:49][N:43]5[CH2:48][CH2:47][CH2:46][CH2:45][CH2:44]5)=[C:29]([F:37])[CH:28]=4)=[CH:26][C:21]3=[N:20][CH:19]=2)=[O:17])[CH:14]=1)=[O:8]. Procedure details: Methyl 4-(3-(5-(3,4-difluorobenzylcarbamoyl)-2-fluorophenylcarbamoyl)imidazo[1,2-a]pyridin-7-yl)-2-fluorobenzoate (step 1) (50 mg, 0.087 mmol), 2-piperidin-1-yl-ethylamine (0.260 mmol), and TBD (12.07 mg, 0.087 mmol) in THF (289 μl) were heated to 70° C. for 2 days. The mixture was diluted with water (4 ml) and extracted with DCM using a phase separator. The organic portion was concentrated in vacuo and the residue was dissolved in DMSO. Purification of the crude product was carried out by prepa... Starting materials: O=C([O-])[O-], CC(C)(C)S(N)=O, CC(C)(C)OC(=O)c1cnc(C=O)s1, ClCCl, [Cs+], [Cs+], O. The product is CC(C)(C)OC(=O)c1cnc(C=NS(=O)C(C)(C)C)s1. Reaction SMILES: [C:22](=[O:23])([O-:24])[O-:25].[CH3:15][C:16]([CH3:17])([CH3:18])[S:19](=[O:20])[NH2:21].[CH:1](=[O:2])[c:3]1[s:4][c:5]([C:8](=[O:9])[O:10][C:11]([CH3:12])([CH3:13])[CH3:14])[cH:6][n:7]1.[Cl:29][CH2:30][Cl:31].[Cs+:26].[Cs+:27].[OH2:28]>>[CH:1]([c:3]1[s:4][c:5]([C:8](=[O:9])[O:10][C:11]([CH3:12])([CH3:13])[CH3:14])[cH:6][n:7]1)=[N:21][S:19]([C:16]([CH3:15])([CH3:17])[CH3:18])=[O:20]. The reactants are C1(=CC=C(C=C1)CO[C@H](C(=O)Cl)C)C1=CC=CC=C1 ((2S)-2-(biphenyl-4-ylmethoxy)propanoyl chloride), P(=O)([O-])([O-])[O-] (phosphate), C(CCC)[Li] (butyllithium), CC1([C@@H](NC(O1)=O)C1=CC=CC=C1)C ((4S)-5,5-dimethyl-4-phenyl-1,3-oxazolidin-2-one). The solvent is O1CCCC1 (tetrahydrofuran), O1CCCC1 (tetrahydrofuran). Run at temperature -78 celsius, time 30 minute. The product is C1(=CC=C(C=C1)CO[C@H](C(=O)N1C(OC([C@@H]1C1=CC=CC=C1)(C)C)=O)C)C1=CC=CC=C1 ((4S)-3-[(2S)-2-(biphenyl-4-ylmethoxy)propanoyl]-5,5-dimethyl-4-phenyl-1,3-oxazolidin-2-one). As a reaction SMILES: C([Li])CCC.[CH3:6][C:7]1([CH3:19])[O:11][C:10](=[O:12])[NH:9][C@H:8]1[C:13]1[CH:18]=[CH:17][CH:16]=[CH:15][CH:14]=1.[C:20]1([C:33]2[CH:38]=[CH:37][CH:36]=[CH:35][CH:34]=2)[CH:25]=[CH:24][C:23]([CH2:26][O:27][C@@H:28]([CH3:32])[C:29](Cl)=[O:30])=[CH:22][CH:21]=1.P([O-])([O-])([O-])=O>O1CCCC1>[C:20]1([C:33]2[CH:34]=[CH:35][CH:36]=[CH:37][CH:38]=2)[CH:25]=[CH:24][C:23]([CH2:26][O:27][C@@H:28]([CH3:32])[C:29]([N:9]2[C@@H:8]([C:13]3[CH:14]=[CH:15][CH:16]=[CH:17][CH:18]=3)[C:7]([CH3:19])([CH3:6])[O:11][C:10]2=[O:12])=[O:30])=[CH:22][CH:21]=1. Procedure details: A butyllithium solution (9.7 M in hexanes, 7.64 mL, 74 mmol) was added drop-wise to a solution of C3 (13.5 g, 70.6 mmol) in tetrahydrofuran (800 mL) at −78° C., and the mixture was stirred for 30 minutes at −78° C. A solution of C6 (21.3 g, 78 mmol) in tetrahydrofuran (50 mL) was then added slowly, and the reaction was stirred at −78° C. for 30 minutes and then at 25° C. for about 3 hours. The reaction mixture was then poured into phosphate buffer (pH 7) and extracted with ethyl acetate (2×). Th... The reactants are O=C([O-])[O-], CCOC(=O)c1ccc(F)cc1, CC1CNCC(C)O1, CS(C)=O, CCOC(C)=O, [K+], [K+], O. Yields the product CCOC(=O)c1ccc(N2CC(C)OC(C)C2)cc1. Reaction SMILES: [C:21](=[O:22])([O-:23])[O-:24].[CH2:1]([CH3:2])[O:3][C:4]([c:5]1[cH:6][cH:7][c:8]([F:11])[cH:9][cH:10]1)=[O:12].[CH3:13][CH:14]1[O:15][CH:16]([CH3:20])[CH2:17][NH:18][CH2:19]1.[CH3:28][S:29]([CH3:30])=[O:31].[CH3:32][CH2:33][O:34][C:35](=[O:36])[CH3:37].[K+:25].[K+:26].[OH2:27]>>[CH2:1]([CH3:2])[O:3][C:4]([c:5]1[cH:6][cH:7][c:8]([N:18]2[CH2:17][CH:16]([CH3:20])[O:15][CH:14]([CH3:13])[CH2:19]2)[cH:9][cH:10]1)=[O:12]. The reactants are [Cl-].[Al+3].COC=1C=C(C=CC1)O.[Cl-].[Cl-] (m-methoxyphenol aluminum chloride), ClC1=C(C(=O)Cl)C=CC=C1Cl (2,3-dichlorobenzoyl chloride). Procedure details: 2',3'-Dichloro-2-hydroxy-4-methoxybenxophenone is synthesized similarily from m-methoxyphenol aluminum chloride and 2,3-dichlorobenzoyl chloride. RXN SMILES: [Cl-:1].[Al+3].[CH3:3][O:4][C:5]1[CH:6]=[C:7]([OH:11])[CH:8]=[CH:9][CH:10]=1.[Cl-].[Cl-].[Cl:14][C:15]1[C:23](Cl)=[CH:22][CH:21]=[CH:20][C:16]=1[C:17](Cl)=[O:18]>>[Cl:14][C:15]1[CH:23]=[CH:22][CH:21]=[C:20]([Cl:1])[C:16]=1[C:17](=[O:18])[C:8]1[CH:9]=[CH:10][C:5]([O:4][CH3:3])=[CH:6][C:7]=1[OH:11] |f:0.1.2.3.4|. Yields the product ClC1=C(C(=CC=C1)Cl)C(C1=C(C=C(C=C1)OC)O)=O (2',6'-dichloro-2-hydroxy-4-methoxy-benzophenone).